From a dataset of the Open Reaction Database (ORD), a public repository of structured organic reaction records. describe an organic reaction: reactants, conditions, products, and yield The reactants are CC(=O)O, O=[N+]([O-])O, CC(=O)c1cc(OCc2ccccc2)ccc1O. Product: CC(=O)c1cc(OCc2ccccc2)cc([N+](=O)[O-])c1O. RXN SMILES: [CH3:23][C:24](=[O:25])[OH:26].[OH:19][N+:20]([O-:21])=[O:22].[OH:1][c:2]1[c:3]([C:16]([CH3:17])=[O:18])[cH:4][c:5]([O:8][CH2:9][c:10]2[cH:11][cH:12][cH:13][cH:14][cH:15]2)[cH:6][cH:7]1>>[OH:1][c:2]1[c:3]([C:16]([CH3:17])=[O:18])[cH:4][c:5]([O:8][CH2:9][c:10]2[cH:11][cH:12][cH:13][cH:14][cH:15]2)[cH:6][c:7]1[N+:20](=[O:19])[O-:21].